From a dataset of the Open Reaction Database (ORD), a public repository of structured organic reaction records. describe an organic reaction: reactants, conditions, products, and yield The reactants are ClC=1C=CC2=C(C(=NCC(N2)=S)C2=CC=CC=C2)C1 (1,3-dihydro-7-chloro-5-phenyl-2H-1,4-benzodiazepine-2-thione), C(C)N(CC)CC(=O)NN ((diethylamino)acetic acid hydrazide). Solvent: C(CCC)O (n-butyl alcohol). Yields the product ClC=1C=CC2=C(C(=NCC=3N2C(=NN3)CN(CC)CC)C3=CC=CC=C3)C1 (8-chloro-1-[(diethyl amino)methyl]-6-phenyl-4H-s-triazolo[4,3-a][1,4]benzodiazepine). Reaction SMILES: [Cl:1][C:2]1[CH:3]=[CH:4][C:5]2[NH:11][C:10](=S)[CH2:9][N:8]=[C:7]([C:13]3[CH:18]=[CH:17][CH:16]=[CH:15][CH:14]=3)[C:6]=2[CH:19]=1.[CH2:20]([N:22]([CH2:25][C:26]([NH:28][NH2:29])=O)[CH2:23][CH3:24])[CH3:21]>C(O)CCC>[Cl:1][C:2]1[CH:3]=[CH:4][C:5]2[N:11]3[C:26]([CH2:25][N:22]([CH2:23][CH3:24])[CH2:20][CH3:21])=[N:28][N:29]=[C:10]3[CH2:9][N:8]=[C:7]([C:13]3[CH:18]=[CH:17][CH:16]=[CH:15][CH:14]=3)[C:6]=2[CH:19]=1. Procedure: In the manner given in Preparation 1, a solution of 1,3-dihydro-7-chloro-5-phenyl-2H-1,4-benzodiazepine-2-thione and (diethylamino)acetic acid hydrazide in n-butyl alcohol is reacted to give 8-chloro-1-[(diethyl amino)methyl]-6-phenyl-4H-s-triazolo[4,3-a][1,4]benzodiazepine, which is recrystallized from ethyl acetateSkellysolve B hexanes and has a melting point of 131.5°-132.5° C. Anal. calcd. for C21H22ClN5 : C, 66.39; H, 5.84; Cl, 9.33; N, 18.44. Found: C, 66.20; H, 6.06; Cl, 9.29; N, 18.55. P... Starting materials: FC1=C2C(C(NC2=CC=C1)=O)(C)C (4-Fluoro-3,3-dimethyl-1,3-dihydro-2H-indol-2-one), BrBr (Bromine), S(=S)(=O)([O-])[O-].[Na+].[Na+] (sodium thiosulfate), C(C)(=O)O (acetic acid). Solvent: ClCCl (dichloromethane). Reaction conditions: time 24 hour. The product is crude product, BrC=1C(=C2C(C(NC2=CC1)=O)(C)C)F (5-bromo-4-fluoro-3,3-dimethyl-1,3-dihydro-2H-indol-2-one). Isolated yield 64.6%. As a reaction SMILES: [F:1][C:2]1[CH:10]=[CH:9][CH:8]=[C:7]2[C:3]=1[C:4]([CH3:13])([CH3:12])[C:5](=[O:11])[NH:6]2.C(O)(=O)C.[Br:18]Br.S([O-])([O-])(=O)=S.[Na+].[Na+]>ClCCl>[Br:18][C:10]1[C:2]([F:1])=[C:3]2[C:7](=[CH:8][CH:9]=1)[NH:6][C:5](=[O:11])[C:4]2([CH3:13])[CH3:12] |f:3.4.5|. Procedure: 4-Fluoro-3,3-dimethyl-1,3-dihydro-2H-indol-2-one (1 g, 22.9 mmol) was dissolved in dichloromethane (DCM) (50 mL) and acetic acid (2 mL) at room temperature. Bromine (0.386 mL, 7.5 mmol) was added and the solution allowed to stir 24 hours. The reaction mixture was poured into sodium thiosulfate solution, extracted with diethyl ether, the combined organic layers were dried over magnesium sulfate and evaporated. Trituration of the crude product with hexane gave 5-bromo-4-fluoro-3,3-dimethyl-1,3-dih... The reactants are S (hydrogen sulphide), C(C)(C)(C)OC(C([N+]#[C-])P(=O)(OCC)OCC)=O (diethylphosphono-isocyanoacetic acid tert.-butyl ester). The reagents and catalysts are [Cu] (copper). Run in O1CCCC1 (tetrahydrofurane). Reaction conditions: time 8 hour. The product is C(C)(C)(C)OC(C(P(=O)(OCC)OCC)NC=S)=O (thioformamido-diethylphosphonoacetic acid tert.-butyl ester). RXN SMILES: [SH2:1].[C:2]([O:6][C:7](=[O:19])[CH:8]([P:11]([O:16][CH2:17][CH3:18])([O:13][CH2:14][CH3:15])=[O:12])[N+:9]#[C-:10])([CH3:5])([CH3:4])[CH3:3]>O1CCCC1.[Cu]>[C:2]([O:6][C:7](=[O:19])[CH:8]([NH:9][CH:10]=[S:1])[P:11]([O:13][CH2:14][CH3:15])([O:16][CH2:17][CH3:18])=[O:12])([CH3:4])([CH3:3])[CH3:5]. Reported procedure: Dry hydrogen sulphide gas is passed for 10 minutes into a solution, cooled to 0° C., of 277 mg (1 mmol) of diethylphosphono-isocyanoacetic acid tert.-butyl ester in 5 ml of dry tetrahydrofurane (filtered through aluminum oxide). After adding a few crystals of copper-II acetylacetonate, the reaction vessel is closed and left to stand overnight at room temperature. The reaction mixture is filtered and the filtrate is evaporated in vacuo. The residue is chromatographed on silica gel thick layer pla... Reactants: O=C([O-])[O-], CCOC(C)(OCC)C(=NOC)C(=O)OC, ClC(Cl)Cl, [K+], [K+], O=S(=O)(Cl)Cl. Yields the product CCOC(CCl)(OCC)C(=NOC)C(=O)OC. Reaction SMILES: [C:1](=[O:2])([O-:3])[O-:4].[CH3:7][O:8][N:9]=[C:10]([C:11](=[O:12])[O:13][CH3:14])[C:15]([CH3:16])([O:17][CH2:18][CH3:19])[O:20][CH2:21][CH3:22].[CH:28]([Cl:29])([Cl:30])[Cl:31].[K+:5].[K+:6].[S:23]([Cl:24])(=[O:25])([Cl:26])=[O:27]>>[CH3:7][O:8][N:9]=[C:10]([C:11](=[O:12])[O:13][CH3:14])[C:15]([CH2:16][Cl:26])([O:17][CH2:18][CH3:19])[O:20][CH2:21][CH3:22]. Reactants: CCO, CCOC(=O)c1nc2c(Cl)cccc2n(-c2ccc(OC)cc2)c1=O, Cl, [Na+], [OH-]. Yields the product COc1ccc(-n2c(=O)c(C(=O)O)nc3c(Cl)cccc32)cc1. Reaction SMILES: [CH3:29][CH2:30][OH:31].[Cl:1][c:2]1[c:3]2[n:4][c:5]([C:21](=[O:22])[O:23][CH2:24][CH3:25])[c:6](=[O:20])[n:7](-[c:12]3[cH:13][cH:14][c:15]([O:18][CH3:19])[cH:16][cH:17]3)[c:8]2[cH:9][cH:10][cH:11]1.[ClH:28].[Na+:27].[OH-:26]>>[Cl:1][c:2]1[c:3]2[n:4][c:5]([C:21](=[O:22])[OH:23])[c:6](=[O:20])[n:7](-[c:12]3[cH:13][cH:14][c:15]([O:18][CH3:19])[cH:16][cH:17]3)[c:8]2[cH:9][cH:10][cH:11]1. RXN SMILES: [NH2:22][c:23]1[c:24]2[cH:25][cH:26][cH:27][c:28]([OH:33])[c:29]2[cH:30][cH:31][cH:32]1.[OH:1][C:2]([CH:3]=[O:4])([CH2:5][C:6]([CH3:7])([CH3:8])[c:9]1[c:10]([O:16][CH3:17])[c:11]([Cl:15])[cH:12][cH:13][cH:14]1)[C:18]([F:19])([F:20])[F:21]>>[OH:1][C:2]([CH:3]=[N:22][c:23]1[c:24]2[cH:25][cH:26][cH:27][c:28]([OH:33])[c:29]2[cH:30][cH:31][cH:32]1)([CH2:5][C:6]([CH3:7])([CH3:8])[c:9]1[c:10]([O:16][CH3:17])[c:11]([Cl:15])[cH:12][cH:13][cH:14]1)[C:18]([F:19])([F:20])[F:21]. Starting materials: Nc1cccc2c(O)cccc12, COc1c(Cl)cccc1C(C)(C)CC(O)(C=O)C(F)(F)F. Yields the product COc1c(Cl)cccc1C(C)(C)CC(O)(C=Nc1cccc2c(O)cccc12)C(F)(F)F. Reactants: C(C)(C)(C)[Si](OCC(C)(C=1N=NNN1)NC(=O)C1=C(N=C2N1C=CC=C2OCC2=C(C=CC=C2F)F)C)(C2=CC=CC=C2)C2=CC=CC=C2 (N-[1-{[tert-butyl (diphenyl)silyl]oxy}-2-(2H-tetrazol-5-yl)propan-2-yl]-8-[(2,6-difluorobenzyl)oxy]-2-methylimidazo[1,2-a]pyridine-3-carboxamide), ClC(C(=O)[O-])(F)F.[Na+] (sodium chloro(difluoro)acetate), C(C)(C)OC(C)C (diisopropyl ether), C([O-])([O-])=O.[K+].[K+] (potassium carbonate). Solvent: CN(C)C=O (DMF), O (water), C(C)(=O)OCC (ethyl acetate), CN(C)C=O (DMF). Reaction conditions: time 1 hour. Yields the product FC1=C(COC=2C=3N(C=CC2)C(=C(N3)C)C(=O)NC(CO)(C)C=3N=NN(N3)C(F)F)C(=CC=C1)F (8-[(2,6-difluorobenzyl)oxy]-N-{2-[2-(difluoromethyl)-2H-tetrazol-5-yl]-1-hydroxypropan-2-yl}-2-methylimidazo[1,2-a]pyridine-3-carboxamide). The yield is 39.1%. RXN SMILES: C(=O)([O-])[O-].[K+].[K+].C([Si](C1C=CC=CC=1)(C1C=CC=CC=1)[O:12][CH2:13][C:14]([NH:21][C:22]([C:24]1[N:28]2[CH:29]=[CH:30][CH:31]=[C:32]([O:33][CH2:34][C:35]3[C:40]([F:41])=[CH:39][CH:38]=[CH:37][C:36]=3[F:42])[C:27]2=[N:26][C:25]=1[CH3:43])=[O:23])([C:16]1[N:17]=[N:18][NH:19][N:20]=1)[CH3:15])(C)(C)C.Cl[C:57]([F:62])([F:61])C([O-])=O.[Na+].C(OC(C)C)(C)C>CN(C=O)C.C(OCC)(=O)C.O>[F:41][C:40]1[CH:39]=[CH:38][CH:37]=[C:36]([F:42])[C:35]=1[CH2:34][O:33][C:32]1[C:27]2[N:28]([C:24]([C:22]([NH:21][C:14]([C:16]3[N:17]=[N:18][N:19]([CH:57]([F:62])[F:61])[N:20]=3)([CH3:15])[CH2:13][OH:12])=[O:23])=[C:25]([CH3:43])[N:26]=2)[CH:29]=[CH:30][CH:31]=1 |f:0.1.2,4.5|. Procedure: To a mixture of 153 mg of potassium carbonate and 5 ml of DMF was added dropwise a solution of 346 mg of N-[1-{[tert-butyl (diphenyl)silyl]oxy}-2-(2H-tetrazol-5-yl)propan-2-yl]-8-[(2,6-difluorobenzyl)oxy]-2-methylimidazo[1,2-a]pyridine-3-carboxamide and 158 mg of sodium chloro(difluoro)acetate in 3 ml of DMF at an inner temperature of 95° C., followed by stirring at the same temperature for 1 hour. After leaving to be cooled to room temperature, water was added thereto, followed by extraction wi... Reactants: CC1(C)Cc2cccc(CC3CCC4(CC3)OCCO4)c2O1, CC(=O)O, O. Product: CC1(C)Cc2cccc(CC3CCC(=O)CC3)c2O1. Reaction SMILES: [CH3:1][C:2]1([CH3:22])[O:3][c:4]2[c:5]([cH:7][cH:8][cH:9][c:10]2[CH2:11][CH:12]2[CH2:13][CH2:14][C:15]3([O:16][CH2:19][CH2:18][O:17]3)[CH2:20][CH2:21]2)[CH2:6]1.[CH3:24][C:25](=[O:26])[OH:27].[OH2:23]>>[CH3:1][C:2]1([CH3:22])[O:3][c:4]2[c:5]([cH:7][cH:8][cH:9][c:10]2[CH2:11][CH:12]2[CH2:13][CH2:14][C:15](=[O:16])[CH2:20][CH2:21]2)[CH2:6]1. The reactants are ClC1=C(C=C(C=C1)NC(CC(C(F)(F)F)=O)=O)C=1SC(=C(N1)C)C (N-[4-chloro-3-(4,5-dimethyl-1,3-thiazol-2-yl)phenyl]-4,4,4-trifluoro-3-oxobutaneamide), C(C)(=O)[O-].[NH4+] (ammonium acetate). Solvent: C(C)(=O)OCC (ethyl acetate), C(C)(=O)OCC (ethyl acetate). Yields the product NC(=CC(=O)NC1=CC(=C(C=C1)Cl)C=1SC(=C(N1)C)C)C(F)(F)F (3-amino-N-[4-chloro-3-(4,5-dimethyl-1,3-thiazol-2-yl)phenyl]-4,4,4-trifluorobut-2-eneamide). RXN SMILES: [Cl:1][C:2]1[CH:7]=[CH:6][C:5]([NH:8][C:9](=[O:17])[CH2:10][C:11](=O)[C:12]([F:15])([F:14])[F:13])=[CH:4][C:3]=1[C:18]1[S:19][C:20]([CH3:24])=[C:21]([CH3:23])[N:22]=1.C([O-])(=O)C.[NH4+:29]>C(OCC)(=O)C>[NH2:29][C:11]([C:12]([F:15])([F:14])[F:13])=[CH:10][C:9]([NH:8][C:5]1[CH:6]=[CH:7][C:2]([Cl:1])=[C:3]([C:18]2[S:19][C:20]([CH3:24])=[C:21]([CH3:23])[N:22]=2)[CH:4]=1)=[O:17] |f:1.2|. Procedure: A mixture of N-[4-chloro-3-(4,5-dimethyl-1,3-thiazol-2-yl)phenyl]-4,4,4-trifluoro-3-oxobutaneamide (3.80 g) and ammonium acetate (6.22 g) in 35 ml of ethyl acetate is refluxed for 7 hours, then cooled to room temperature and diluted with ethyl acetate (70 ml). The mixture is washed once with water and once with brine, then dried over sodium sulphate and concentrated under vacuum.